describe an organic reaction: reactants, conditions, products, and yield From a dataset of the Open Reaction Database (ORD), a public repository of structured organic reaction records. The reactants are B(Br)(Br)Br (Boron tribromide), BrC=1C=C(C=C(C1OC)Br)C(=O)N1C2=C(OCC1)N=CC(=C2)C2=CC=CC=C2 ((3,5-dibromo-4-methoxy-phenyl)-(7-phenyl-2,3-dihydro-pyrido[2,3-b][1,4]oxazin-1-yl)-methanone), O (water). Solvent: ClCCl (dichloromethane), ClCCl (dichloromethane). Conditions: time 15 hour. Product: BrC=1C=C(C=C(C1O)Br)C(=O)N1C2=C(OCC1)N=CC(=C2)C2=CC=CC=C2 ((3,5-dibromo-4-hydroxy-phenyl)-(7-phenyl-2,3-dihydro-pyrido[2,3-b][1,4]oxazin-1-yl)-methanone). The yield is 59.2%. As a reaction SMILES: [Br:1][C:2]1[CH:3]=[C:4]([C:11]([N:13]2[CH2:18][CH2:17][O:16][C:15]3[N:19]=[CH:20][C:21]([C:23]4[CH:28]=[CH:27][CH:26]=[CH:25][CH:24]=4)=[CH:22][C:14]2=3)=[O:12])[CH:5]=[C:6]([Br:10])[C:7]=1[O:8]C.B(Br)(Br)Br.O>ClCCl>[Br:1][C:2]1[CH:3]=[C:4]([C:11]([N:13]2[CH2:18][CH2:17][O:16][C:15]3[N:19]=[CH:20][C:21]([C:23]4[CH:24]=[CH:25][CH:26]=[CH:27][CH:28]=4)=[CH:22][C:14]2=3)=[O:12])[CH:5]=[C:6]([Br:10])[C:7]=1[OH:8]. Procedure details: To a 5 ml flask, (3,5-dibromo-4-methoxy-phenyl)-(7-phenyl-2,3-dihydro-pyrido[2,3-b][1,4]oxazin-1-yl)-methanone (14 mg, 0.03 mmol) was dissolved in dichloromethane and then cooled to 0□. 1.0M Boron tribromide dissolved in dichloromethane (0.17 ml, 0.17 mmol) was added and then stirred at 0□ for 15 hours. After completion of the reaction, water was added thereto and the mixture was extracted with ethyl acetate and the combined organic layer was dried over anhydrous sodium sulfate (Na2SO4), filtere... The reactants are [H-].[Na+] (NaH), C(CC#N)#N (malononitrile), CS(=O)C (DMSO), [H-].[Na+] (NaH), C(=S)=S (carbon disulfide), IC (iodomethane). Solvent: O (water). Reaction conditions: temperature 15 celsius, time 10 minute. Product: CSC(SC)=C(C#N)C#N (Bis(methylthio)methylenepropanedinitrile). As a reaction SMILES: [C:1](#[N:5])[CH2:2][C:3]#[N:4].[H-].[Na+].[C:8](=S)=[S:9].IC.[CH3:13][S:14]([CH3:16])=O>O>[CH3:13][S:14][C:16](=[C:2]([C:1]#[N:5])[C:3]#[N:4])[S:9][CH3:8] |f:1.2|. Procedure: Add malononitrile (50.0 g, 757 mmol) to dry DMSO (600 mL), mechanically stir, cool to 15° C., and place under nitrogen. Add NaH (60%, 40 g, 1.00 mol) in small portions over 25 min keeping the internal temperature <25° C. and stir mixture. After 10 min, slowly add carbon disulfide (45.5 mL, 757 mmol) over 20 min at the same temperature. Stir at room temperature for 2.5 h then add additional NaH (60%, 29.6 g, 0.74 mol) while keeping the temperature constant with external cooling. Stir for 1.5 h at... RXN SMILES: [Br:1][C:2]1[CH:10]=[C:9]2[C:5]([CH:6]=[C:7]([C:11]([N:13]3[CH2:18][CH2:17][O:16][CH2:15][CH2:14]3)=[O:12])[NH:8]2)=[CH:4][C:3]=1[O:19][CH:20]1[CH2:25][CH2:24][N:23]([CH:26]([CH3:28])[CH3:27])[CH2:22][CH2:21]1.[Cl:29][C:30]1[CH:35]=[C:34](B(O)O)[CH:33]=[CH:32][N:31]=1>>[Br:1][C:2]1[CH:10]=[C:9]2[C:5]([CH:6]=[C:7]([C:11]([N:13]3[CH2:18][CH2:17][O:16][CH2:15][CH2:14]3)=[O:12])[N:8]2[C:34]2[CH:33]=[CH:32][N:31]=[C:30]([Cl:29])[CH:35]=2)=[CH:4][C:3]=1[O:19][CH:20]1[CH2:21][CH2:22][N:23]([CH:26]([CH3:28])[CH3:27])[CH2:24][CH2:25]1. Starting materials: BrC1=C(C=C2C=C(NC2=C1)C(=O)N1CCOCC1)OC1CCN(CC1)C(C)C ([6-Bromo-5-(1-isopropyl-piperidin-4-yloxy)-1H-indol-2-yl]-morpholin-4-yl-methanone), ClC1=NC=CC(=C1)B(O)O (2-chloropyridine-4-boronic acid). The product is BrC1=C(C=C2C=C(N(C2=C1)C1=CC(=NC=C1)Cl)C(=O)N1CCOCC1)OC1CCN(CC1)C(C)C ([6-Bromo-1-(2-chloro-pyridin-4-yl)-5-(1-isopropyl-piperidin-4-yloxy)-1H-indol-2-yl]-morpholin-4-yl-methanone). Procedure: In analogy to the procedure described for the synthesis of example 6, the title compound was synthesized from [6-bromo-5-(1-isopropyl-piperidin-4-yloxy)-1H-indol-2-yl]-morpholin-4-yl-methanone (example 41, step 6) and 2-chloropyridine-4-boronic acid. The title compound was obtained in 12% yield as light yellow oil. MS (m/e): 561.4 (MH+, 100%). Starting materials: CN(C)C1CCNCC1, Nc1nc(Cl)ccc1[N+](=O)[O-], [K+], [K+], O=C([O-])[O-], CN(C)C=O, O, O. Product: CN(C)C1CCN(c2ccc([N+](=O)[O-])c(N)n2)CC1. As a reaction SMILES: [CH3:12][N:13]([CH:14]1[CH2:15][CH2:16][NH:17][CH2:18][CH2:19]1)[CH3:20].[Cl:1][c:2]1[cH:3][cH:4][c:5]([N+:9](=[O:10])[O-:11])[c:6]([NH2:8])[n:7]1.[K+:21].[K+:22].[O-:23][C:24]([O-:25])=[O:26].[O:27]=[CH:28][N:29]([CH3:30])[CH3:31].[OH2:32].[OH2:33]>>[c:2]1([N:17]2[CH2:16][CH2:15][CH:14]([N:13]([CH3:12])[CH3:20])[CH2:19][CH2:18]2)[cH:3][cH:4][c:5]([N+:9](=[O:10])[O-:11])[c:6]([NH2:8])[n:7]1. Starting materials: CCCCCC, O=[N+]([O-])c1cc([N+](=O)[O-])c(Nc2cc(C(F)(F)F)ccc2Cl)c(C(F)(F)F)c1, SC(Cl)(Cl)Cl, CCCCCl, C1CCOC1, O. Yields the product O=[N+]([O-])c1cc([N+](=O)[O-])c(N(SC(Cl)(Cl)Cl)c2cc(C(F)(F)F)ccc2Cl)c(C(F)(F)F)c1. As a reaction SMILES: [CH3:35][CH2:36][CH2:37][CH2:38][CH2:39][CH3:40].[Cl:1][c:2]1[c:3]([NH:12][c:13]2[c:14]([N+:26](=[O:27])[O-:28])[cH:15][c:16]([N+:23](=[O:24])[O-:25])[cH:17][c:18]2[C:19]([F:20])([F:21])[F:22])[cH:4][c:5]([C:8]([F:9])([F:10])[F:11])[cH:6][cH:7]1.[Cl:29][C:30]([Cl:31])([Cl:32])[SH:33].[Cl:41][CH2:42][CH2:43][CH2:44][CH3:45].[O:46]1[CH2:47][CH2:48][CH2:49][CH2:50]1.[OH2:34]>>[Cl:1][c:2]1[c:3]([N:12]([c:13]2[c:14]([N+:26](=[O:27])[O-:28])[cH:15][c:16]([N+:23](=[O:24])[O-:25])[cH:17][c:18]2[C:19]([F:20])([F:21])[F:22])[S:33][C:30]([Cl:29])([Cl:31])[Cl:32])[cH:4][c:5]([C:8]([F:9])([F:10])[F:11])[cH:6][cH:7]1. The reactants are crude mixture, C(C)(C)(C)OC(=O)N(C(OC(C)(C)C)=O)C1=N[C@](CS(C1(C)C)(=O)=O)(C)C1=C(C=CC(=C1)[N+](=O)[O-])F (tert-butyl N-tert-butoxycarbonyl-N-[(3R)-3-(2-fluoro-5-nitro-phenyl)-3,6,6-trimethyl-1,1-dioxo-2H-1,4-thiazin-5-yl]carbamate), solution, [Li+].C[Si](C)(C)[N-][Si](C)(C)C (LHMDS), CC1(CO1)C (1,1-dimethyloxirane), [NH4+].[Cl-] (NH4Cl). Solvent: CC(C)(C)O (tBuOH), C1CCOC1 (THF), C1CCOC1 (THF), CC(C)([O-])C.[K+] (potassium tert-butoxide). Run at temperature -78 celsius, time 15 minute. The product is CC1(C(=N[C@]2([C@H](S1(=O)=O)CC(OC1=C2C=C(C=C1)[N+](=O)[O-])(C)C)C)NC(OC(C)(C)C)=O)C (tert-butyl ((4aR,11bR)-3,3,6,6,11b-pentamethyl-10-nitro-4,4-dioxido-4a,5,6,11b-tetrahydro-3H-benzo[6,7]oxepino[4,5-b][1,4]thiazin-2-yl)carbamate). The yield is 13.7%. As a reaction SMILES: C(OC([N:8]([C:16]1[C:21]([CH3:23])([CH3:22])[S:20](=[O:25])(=[O:24])[CH2:19][C@:18]([C:27]2[CH:32]=[C:31]([N+:33]([O-:35])=[O:34])[CH:30]=[CH:29][C:28]=2F)([CH3:26])[N:17]=1)[C:9](=[O:15])[O:10][C:11]([CH3:14])([CH3:13])[CH3:12])=O)(C)(C)C.[Li+].C[Si]([N-][Si](C)(C)C)(C)C.[CH3:47][C:48]1([CH3:51])[O:50][CH2:49]1.[NH4+].[Cl-]>C1COCC1.CC(O)(C)C.CC(C)([O-])C.[K+]>[CH3:22][C:21]1([CH3:23])[S:20](=[O:25])(=[O:24])[C@@H:19]2[CH2:47][C:48]([CH3:51])([CH3:49])[O:50][C:28]3[CH:29]=[CH:30][C:31]([N+:33]([O-:35])=[O:34])=[CH:32][C:27]=3[C@@:18]2([CH3:26])[N:17]=[C:16]1[NH:8][C:9](=[O:15])[O:10][C:11]([CH3:12])([CH3:14])[CH3:13] |f:1.2,4.5,8.9|. Procedure details: To a 25-mL RBF was added tert-butyl N-tert-butoxycarbonyl-N-[(3R)-3-(2-fluoro-5-nitro-phenyl)-3,6,6-trimethyl-1,1-dioxo-2H-1,4-thiazin-5-yl]carbamate (450 mg, 0.850 mmol) in THF (5.6 ml). The reaction solution was cooled to −78° C., then LHMDS (1.0M in THF; 2124 μl, 2.124 mmol) was added slowly. The brown solution was stirred for 15 min, then 1,1-dimethyloxirane (377 μl, 4.25 mmol) was added at −78° C. The reaction mixture was stirred from −78° C. to RT by removing dry-ice bath. 35 min later, it... Starting materials: CC1(OC[C@](O1)(C=NO)C)C ((R)-2,2,4-Trimethyl-1,3-dioxolane-4-carbaldehyde oxime), ClN1C(CCC1=O)=O (1-chloropyrrolidine-2,5-dione). Run in CN(C)C=O (DMF), O (water). Conditions: time 8 hour. The product is ON=C([C@]1(OC(OC1)(C)C)C)Cl ((S)-N-hydroxy-2,2,4-trimethyl-1,3-dioxolane-4-carbimidoyl chloride). Isolated yield 93.3%. RXN SMILES: [CH3:1][C:2]1([CH3:11])[O:6][C@:5]([CH3:10])([CH:7]=[N:8][OH:9])[CH2:4][O:3]1.[Cl:12]N1C(=O)CCC1=O>CN(C=O)C.O>[OH:9][N:8]=[C:7]([Cl:12])[C@:5]1([CH3:10])[CH2:4][O:3][C:2]([CH3:11])([CH3:1])[O:6]1. Reported procedure: (R)-2,2,4-Trimethyl-1,3-dioxolane-4-carbaldehyde oxime (4.8 g, 30 mmol) was dissolved in DMF (100 mL) and 1-chloropyrrolidine-2,5-dione (4.0 g, 30 mmol) was added. The reaction was stirred at ambient temperature overnight, then poured in water (600 mL) with of stirring. After 15 minutes the cloudy suspension was extracted with EtOAc and washed with water and brine. The organic layer was dried over sodium sulfate, filtered and concentrated, to afford (S)-N-hydroxy-2,2,4-trimethyl-1,3-dioxolane-4-...